Dataset: the Open Reaction Database (ORD), a public repository of structured organic reaction records. Task: describe an organic reaction: reactants, conditions, products, and yield Starting materials: OC1=CC=C(C=C1)C=1C=C(C(NC1C)=O)C#N (5-(4-Hydroxy-phenyl)-6-methyl-2-oxo-1,2-dihydropyridine-3-carbonitrile), BrCC(=O)OCC (ethyl 2-bromoacetate), [H-].[Na+] (sodium hydride). The solvent is CN(C=O)C (N,N-dimethylformamide), CN(C=O)C (N,N-dimethylformamide), CN(C=O)C (N,N-dimethylformamide). Reaction conditions: time 30 minute. Product: C(C)OC(COC1=CC=C(C=C1)C1=C(NC(C(=C1)C#N)=O)C)=O ([4-(5-Cyano-2-methyl-6-oxo-1,6-dihydro-pyridin-3-yl)phenoxy]-acetic acid ethyl ester). Yield: 29.0%. Reaction SMILES: [H-].[Na+].[OH:3][C:4]1[CH:9]=[CH:8][C:7]([C:10]2[CH:11]=[C:12]([C:18]#[N:19])[C:13](=[O:17])[NH:14][C:15]=2[CH3:16])=[CH:6][CH:5]=1.Br[CH2:21][C:22]([O:24][CH2:25][CH3:26])=[O:23]>CN(C)C=O>[CH2:25]([O:24][C:22](=[O:23])[CH2:21][O:3][C:4]1[CH:5]=[CH:6][C:7]([C:10]2[CH:11]=[C:12]([C:18]#[N:19])[C:13](=[O:17])[NH:14][C:15]=2[CH3:16])=[CH:8][CH:9]=1)[CH3:26] |f:0.1|. Procedure: To a stirred suspension of sodium hydride (60% dispersion in mineral oil, 1.16 g, 29.0 mmol) in N,N-dimethylformamide (50 mL), was added at 0° C. a solution of 5-(4-hydroxy-phenyl)-6-methyl-2-oxo-1,2-dihydro-pyridine-3-carbonitrile (6, 3.25 g, 14.4 mmol) in N,N-dimethylformamide (50 mL). The mixture was stirred at ambient temperature for 30 min. A solution of ethyl 2-bromoacetate (2.0 mL, 18.0 mmol) in N,N-dimethylformamide (10 mL) was added at 0° C., the mixture was stirred for 30 min at 0° C.,...